Dataset: the Open Reaction Database (ORD), a public repository of structured organic reaction records. Task: describe an organic reaction: reactants, conditions, products, and yield The reactants are N (ammonia), C(C1=CC=CC=C1)OC(=O)NC(C(C(C(=O)OCC)(F)F)O)CC(C)C (4-benzyloxycarbonylamino-2,2-difluoro-3-hydroxy-6-methylheptanoic acid, ethyl ester). The solvent is C(C)OCC (diethyl ether). Product: C(C1=CC=CC=C1)OC(=O)NC(C(C(C(=O)N)(F)F)O)CC(C)C (4-Benzyloxycarbonylamino-2,2-difluoro-3-hydroxy-6-methylheptanamide). RXN SMILES: [NH3:1].[CH2:2]([O:9][C:10]([NH:12][CH:13]([CH2:24][CH:25]([CH3:27])[CH3:26])[CH:14]([OH:23])[C:15]([F:22])([F:21])[C:16](OCC)=[O:17])=[O:11])[C:3]1[CH:8]=[CH:7][CH:6]=[CH:5][CH:4]=1>C(OCC)C>[CH2:2]([O:9][C:10]([NH:12][CH:13]([CH2:24][CH:25]([CH3:27])[CH3:26])[CH:14]([OH:23])[C:15]([F:22])([F:21])[C:16]([NH2:1])=[O:17])=[O:11])[C:3]1[CH:8]=[CH:7][CH:6]=[CH:5][CH:4]=1. Procedure details: A stream of dry ammonia was bubbled at -78° C., through a solution of 0.820 g (2.2 mmol) of 4-benzyloxycarbonylamino-2,2-difluoro-3-hydroxy-6-methylheptanoic acid, ethyl ester in anhydrous diethyl ether (10 mL). After saturation, the temperature was allowed to rise to room temperature with stirring. The excess ammonia was removed, and the solvent evaporated in vacuo. The residue was taken off in pentane to yield the expected amide in quantitative yield as a solid. Reactants: CCCCCCCCCCc1nnn(CC(=O)O)n1, CC(C)c1cccc(C(C)C)c1N, C(=NC1CCCCC1)=NC1CCCCC1, ClCCl. Product: CCCCCCCCCCc1nnn(CC(=O)Nc2c(C(C)C)cccc2C(C)C)n1. As a reaction SMILES: [CH2:14]([CH2:15][CH2:16][CH2:17][CH2:18][CH2:19][CH2:20][CH2:21][CH2:22][CH3:23])[c:24]1[n:25][n:26][n:27]([CH2:29][C:30](=[O:31])[OH:32])[n:28]1.[CH:1]([CH3:2])([CH3:3])[c:4]1[c:5]([NH2:6])[c:7]([CH:11]([CH3:12])[CH3:13])[cH:8][cH:9][cH:10]1.[CH:33]1([N:34]=[C:35]=[N:36][CH:37]2[CH2:38][CH2:39][CH2:40][CH2:41][CH2:42]2)[CH2:43][CH2:44][CH2:45][CH2:46][CH2:47]1.[Cl:48][CH2:49][Cl:50]>>[CH:1]([CH3:2])([CH3:3])[c:4]1[c:5]([NH:6][C:30]([CH2:29][n:27]2[n:26][n:25][c:24]([CH2:14][CH2:15][CH2:16][CH2:17][CH2:18][CH2:19][CH2:20][CH2:21][CH2:22][CH3:23])[n:28]2)=[O:31])[c:7]([CH:11]([CH3:12])[CH3:13])[cH:8][cH:9][cH:10]1.